This data is from the Open Reaction Database (ORD), a public repository of structured organic reaction records. The task is: describe an organic reaction: reactants, conditions, products, and yield Starting materials: S1C=C(C=C1)C1=CC=C(C=C1)C(CN)C (2-(4-(3-thienyl)phenyl)propylamine), C(C1=CN=CC=C1)(=O)Cl (nicotinoyl chloride). Product: S1C=C(C=C1)C1=CC=C(C=C1)C(CNC(C1=CN=CC=C1)=O)C (N-2-(4-(3-Thienyl)phenyl)propyl Nicotinamide). As a reaction SMILES: [S:1]1[CH:5]=[CH:4][C:3]([C:6]2[CH:11]=[CH:10][C:9]([CH:12]([CH3:15])[CH2:13][NH2:14])=[CH:8][CH:7]=2)=[CH:2]1.[C:16](Cl)(=[O:23])[C:17]1[CH:22]=[CH:21][CH:20]=[N:19][CH:18]=1>>[S:1]1[CH:5]=[CH:4][C:3]([C:6]2[CH:11]=[CH:10][C:9]([CH:12]([CH3:15])[CH2:13][NH:14][C:16](=[O:23])[C:17]3[CH:22]=[CH:21][CH:20]=[N:19][CH:18]=3)=[CH:8][CH:7]=2)=[CH:2]1. Procedure details: The title compound was prepared from 2-(4-(3-thienyl)phenyl)propylamine (see example 14) and nicotinoyl chloride in a manner analogous to the procedure described in example 14. The NMR spectrum was, consistent with the proposed title structure. The reactants are O (Water), CC(CNC1=NC(=NC2=CC=C(C=C12)O)C#N)(C)C (4-(2,2-Dimethyl-propylamino)-6-hydroxy-quinazoline-2-carbonitrile), ClCCCN1CCN(CC1)CCC (1-(3-chloro-propyl)-4-propyl-piperazine), C([O-])([O-])=O.[Cs+].[Cs+] (cesium carbonate), O (water). Run in CN(C)C=O (DMF). Product: CC(CNC1=NC(=NC2=CC=C(C=C12)OCCCN1CCN(CC1)C(C)C)C#N)(C)C (4-(2,2-Dimethyl-propylamino)-6-[3-(4-isopropyl-piperazin-1-yl)-propoxy]-quinazoline-2-carbonitrile). As a reaction SMILES: [CH3:1][C:2]([CH3:19])([CH3:18])[CH2:3][NH:4][C:5]1[C:14]2[C:9](=[CH:10][CH:11]=[C:12]([OH:15])[CH:13]=2)[N:8]=[C:7]([C:16]#[N:17])[N:6]=1.ClC[CH2:22][CH2:23][N:24]1[CH2:29][CH2:28][N:27]([CH2:30][CH2:31][CH3:32])[CH2:26][CH2:25]1.[C:33](=O)([O-])[O-].[Cs+].[Cs+].O>CN(C=O)C>[CH3:1][C:2]([CH3:19])([CH3:18])[CH2:3][NH:4][C:5]1[C:14]2[C:9](=[CH:10][CH:11]=[C:12]([O:15][CH2:32][CH2:31][CH2:30][N:27]3[CH2:26][CH2:25][N:24]([CH:23]([CH3:22])[CH3:33])[CH2:29][CH2:28]3)[CH:13]=2)[N:8]=[C:7]([C:16]#[N:17])[N:6]=1 |f:2.3.4|. Procedure: 4-(2,2-Dimethyl-propylamino)-6-hydroxy-quinazoline-2-carbonitrile (0.31 mmol), 1-(3-chloro-propyl)-4-propyl-piperazine (0.62 mmol) and cesium carbonate (3.1 mmol) are stirred in DMF (3 ml) at RT for 20 hours. Water is added until a clear solution is formed. Then more water is added until the solution gets turbide. The precipitate formed is filtered off, washed with water and dried (vacuum). A powder with mp. 103-105° C., Rf=0.4 (CH2Cl2/MeOH=9:2) is obtained. The solvent is S(O)(O)(=O)=O (sulfuric acid). Reported procedure: 5.23g of 2-(4-methoxyphenyl)propionic acid was added gradually under cooling in a mixture of 27.5g of nitric acid and 19.9g of sulfuric acid. After the mixture was stirred at -10° C to -5° C for 6 hours, the mixture was poured into ice-water. The thus obtained oily substance was extracted with ethyl acetate. The extract was dried over magnesium sulfate and distilled off. The residue was purified by means of silica gel chromatography to give the object compound having m.p. 89° - 90° C in a yield ... Conditions: time 6 hour. The reactants are COC1=CC=C(C=C1)C(C(=O)O)C (2-(4-methoxyphenyl)propionic acid), ice water, [N+](=O)(O)[O-] (nitric acid). Reaction SMILES: [CH3:1][O:2][C:3]1[CH:8]=[CH:7][C:6]([CH:9]([CH3:13])[C:10]([OH:12])=[O:11])=[CH:5][CH:4]=1.[N+:14]([O-])([OH:16])=[O:15]>S(=O)(=O)(O)O>[N+:14]([C:8]1[CH:7]=[C:6]([CH:9]([CH3:13])[C:10]([OH:12])=[O:11])[CH:5]=[CH:4][C:3]=1[O:2][CH3:1])([O-:16])=[O:15]. Product: [N+](=O)([O-])C=1C=C(C=CC1OC)C(C(=O)O)C (2-(3-nitro-4-methoxyphenyl)propionic acid).